describe an organic reaction: reactants, conditions, products, and yield From a dataset of the Open Reaction Database (ORD), a public repository of structured organic reaction records. The reactants are C(C)(=O)OC(C)=O (acetic anhydride), C(CC1=CC(OC)=C(O)C=C1)(=O)O (homovanillic acid), 1L. Run in O (H2O). Run at time 8 hour. Yields the product C(C)(=O)OC1=C(C=C(C=C1)CC(=O)O)OC (4-acetoxy-3-methoxyphenylacetic acid). RXN SMILES: [C:1](OC(=O)C)(=[O:3])[CH3:2].[C:8]([OH:20])(=[O:19])[CH2:9][C:10]1[CH:18]=[CH:17][C:15]([OH:16])=[C:12]([O:13][CH3:14])[CH:11]=1>O>[C:1]([O:16][C:15]1[CH:17]=[CH:18][C:10]([CH2:9][C:8]([OH:20])=[O:19])=[CH:11][C:12]=1[O:13][CH3:14])(=[O:3])[CH3:2]. Reported procedure: Specifically, acetic anhydride (120 mL) was added to 30.0 g (165 mmol) homovanillic acid and the mixture was allowed to reflux for 6 hours. The solvent was evaporated, leaving an oil which was poured into 1L H2O and allowed to stir overnight. The solid was collected and dried in vacuo to give 33.1 g of 4-acetoxy-3-methoxyphenylacetic acid. Reactants: CCOC(C)=O, NC(=O)CC(N)C(=O)O, [Na+], [OH-], Cc1ccc(S(=O)(=O)Cl)cc1. As a reaction SMILES: [CH3:23][CH2:24][O:25][C:26](=[O:27])[CH3:28].[NH2:1][CH:2]([CH2:3][C:4]([NH2:5])=[O:6])[C:7]([OH:8])=[O:9].[Na+:11].[OH-:10].[c:12]1([CH3:22])[cH:13][cH:14][c:15]([S:18](=[O:19])(=[O:20])[Cl:21])[cH:16][cH:17]1>>[NH:1]([CH:2]([CH2:3][C:4]([NH2:5])=[O:6])[C:7]([OH:8])=[O:9])[S:18]([c:15]1[cH:14][cH:13][c:12]([CH3:22])[cH:17][cH:16]1)(=[O:19])=[O:20]. Product: Cc1ccc(S(=O)(=O)NC(CC(N)=O)C(=O)O)cc1. Starting materials: CON=C(CC1=CC(=CC=C1)F)C1=CC(=CC=C1)C(F)(F)F (2-(3-fluoro-phenyl)-1-(3-trifluoromethyl-phenyl)-ethanone O-methyl-oxime), [H-].[H-].[H-].[H-].[Li+].[Al+3] (LAH). The solvent is CCOCC (Et2O). Reaction conditions: temperature 0 celsius. The product is FC=1C=C(C=CC1)CC(C1=CC(=CC=C1)C(F)(F)F)N (2-(3-Fluoro-phenyl)-1-(3-trifluoromethyl-phenyl)-ethylamine). Isolated yield 51.9%. Reaction SMILES: CO[N:3]=[C:4]([C:13]1[CH:18]=[CH:17][CH:16]=[C:15]([C:19]([F:22])([F:21])[F:20])[CH:14]=1)[CH2:5][C:6]1[CH:11]=[CH:10][CH:9]=[C:8]([F:12])[CH:7]=1.[H-].[H-].[H-].[H-].[Li+].[Al+3]>CCOCC>[F:12][C:8]1[CH:7]=[C:6]([CH2:5][CH:4]([NH2:3])[C:13]2[CH:18]=[CH:17][CH:16]=[C:15]([C:19]([F:21])([F:22])[F:20])[CH:14]=2)[CH:11]=[CH:10][CH:9]=1 |f:1.2.3.4.5.6|. Procedure details: To a solution of 2-(3-fluoro-phenyl)-1-(3-trifluoromethyl-phenyl)-ethanone O-methyl-oxime (1.00 g, 3.20 mmol) in Et2O at 0° C. was added LAH (1.0 M in THF, 3.20 mL, 3.20 mmol). The reaction mixture was stirred for a few minutes, and then refluxed for 30 hours. The resulting mixture was cooled to 0° C. and quenched with a few drops of H2O. The mixture was filtered through a pad of celite, concentrated and purified by column chromatography using hexane:EtOAc (1:1) as eluant to give 470 mg of the d...